This data is from the Open Reaction Database (ORD), a public repository of structured organic reaction records. The task is: describe an organic reaction: reactants, conditions, products, and yield Run in C1(=CC=CC=C1)C (toluene), three. RXN SMILES: [CH3:1][CH:2]1[C:11](=[O:12])[C:6]2[CH2:7][CH2:8][CH2:9][CH2:10][C:5]=2[CH:4]=[CH:3]1.P(OCC)(OCC)[O:14]CC.C=C[C@@H]1[C@@H]2C[C@H]([C@@H](O)C3C4C(=CC=CC=4)N=CC=3)[N+](CC3C=CC(C(F)(F)F)=CC=3)(CC2)C1.[Br-].[OH-].[Na+].O=O>C1(C)C=CC=CC=1>[OH:14][C:2]1([CH3:1])[C:11](=[O:12])[C:6]2[CH2:7][CH2:8][CH2:9][CH2:10][C:5]=2[CH:4]=[CH:3]1 |f:2.3,4.5|. Procedure details: 2-Hydroxy-2-methyl-benzocyclohexan-1-one (compound Id) was prepared by dissolving 2-methyl-benzocyclohexan-1-one (19.7 g, 0.123 mol) in toluene (750 mL) in a 2000 mL three neck flask. Triethyl phosphite (98%, 25 mL, 0.2 mol) and N-[4-(trifluoromethyl)benzyl]-cinchoninium bromide (CPTC, 3.3 g, 6.25 mmol, 5 mol %) and 50% aqueous sodium hydroxide (375 mL) were added into the flask. A Pasteur pipet was installed in one neck and immersed in the solution to serve as an inlet for oxygen. One of the ot... The product is OC1(C=CC2=C(CCCC2)C1=O)C (2-Hydroxy-2-methyl-benzocyclohexan-1-one). The reactants are P(OCC)(OCC)OCC (Triethyl phosphite), C=C[C@H]1C[N+]2(CC[C@H]1C[C@@H]2[C@H](C3=CC=NC4=CC=CC=C34)O)CC5=CC=C(C=C5)C(F)(F)F.[Br-] (N-[4-(trifluoromethyl)benzyl]-cinchoninium bromide), [OH-].[Na+] (sodium hydroxide), O=O (oxygen), CC1C=CC2=C(CCCC2)C1=O (2-methyl-benzocyclohexan-1-one). Reactants: CC1(OC(C(C(O1)=O)C(C#CC)C1=CC=C(C=C1)SCC1=C(C=CC=C1)C)=O)C (2,2-Dimethyl-5-{1-[4-(2-methyl-benzylsulfanyl)-phenyl]-but-2-ynyl}-[1,3]dioxane-4,6-dione), N1=CC=CC=C1 (pyridine), Cl (HCl). Solvent: O (water), O (water). Yields the product CC1=C(CSC2=CC=C(C=C2)C(CC(=O)O)C#CC)C=CC=C1 (3-[4-(2-Methyl-benzylsulfanyl)-phenyl]-hex-4-ynoic acid). Yield: 111.0%. Reaction SMILES: CC1(C)OC(=O)[CH:5]([CH:9]([C:13]2[CH:18]=[CH:17][C:16]([S:19][CH2:20][C:21]3[CH:26]=[CH:25][CH:24]=[CH:23][C:22]=3[CH3:27])=[CH:15][CH:14]=2)[C:10]#[C:11][CH3:12])[C:4](=[O:28])[O:3]1.N1C=CC=CC=1.Cl>O>[CH3:27][C:22]1[CH:23]=[CH:24][CH:25]=[CH:26][C:21]=1[CH2:20][S:19][C:16]1[CH:17]=[CH:18][C:13]([CH:9]([C:10]#[C:11][CH3:12])[CH2:5][C:4]([OH:28])=[O:3])=[CH:14][CH:15]=1. Reported procedure: A solution of 28.3 (20 mg, 0.05 mmol) in 5:1 pyridine:water (6 mL) was heated to 80° C. for 72 hours. The reaction was poured into 500 mL of water and the solution was acidified with 1N HCl(aq) (65 mL). The aqueous solution was extracted with ethyl acetate and the combined organic layers were washed with water, followed by brine. The combined organic layers were then dried (Na2SO4) and concentrated in vacuo. The resultant residue was then purified via radial chromatography (30% ethyl acetate in ... Reactants: COc1cccc(CBr)c1, CS(C)=O, CCOC(=O)c1[nH]c2ccccc2c1C=O, [H-], [Na+], O. Yields the product CCOC(=O)c1c(C=O)c2ccccc2n1Cc1cccc(OC)c1. Reaction SMILES: [CH3:19][O:20][c:21]1[cH:22][c:23]([CH2:24][Br:25])[cH:26][cH:27][cH:28]1.[CH3:30][S:31]([CH3:32])=[O:33].[CH:3](=[O:4])[c:5]1[c:6]([C:14](=[O:15])[O:16][CH2:17][CH3:18])[nH:7][c:8]2[cH:9][cH:10][cH:11][cH:12][c:13]12.[H-:1].[Na+:2].[OH2:29]>>[CH:3](=[O:4])[c:5]1[c:6]([C:14](=[O:15])[O:16][CH2:17][CH3:18])[n:7]([CH2:24][c:23]2[cH:22][c:21]([O:20][CH3:19])[cH:28][cH:27][cH:26]2)[c:8]2[cH:9][cH:10][cH:11][cH:12][c:13]12. The reactants are CN1CCN(CC1)C1=C(C=C2C(C(=CN3C(CCC1=C23)C)C(=O)O)=O)F (8-(4-Methyl-1-piperazinyl)-9-fluoro-5-methyl-6,7-dihydro-1-oxo-1H,5H-benzo[ij]quinolizine-2-carboxylic acid), Br (hydrobromic acid). Yields the product O.Br.CN1CCN(CC1)C1=C(C=C2C(C(=CN3C(CCC1=C23)C)C(=O)O)=O)F (8-(4-methyl-1-piperazinyl)-9-fluoro-5-methyl-6,7-dihydro-1-oxo-1H,5H-benzo[ij]quinolizine-2-carboxylic acid hydrobromide monohydrate). RXN SMILES: [CH3:1][N:2]1[CH2:7][CH2:6][N:5]([C:8]2[C:19]3=[C:20]4[N:15]([CH:16]([CH3:21])[CH2:17][CH2:18]3)[CH:14]=[C:13]([C:22]([OH:24])=[O:23])[C:12](=[O:25])[C:11]4=[CH:10][C:9]=2[F:26])[CH2:4][CH2:3]1.[BrH:27]>>[OH2:23].[BrH:27].[CH3:1][N:2]1[CH2:7][CH2:6][N:5]([C:8]2[C:19]3=[C:20]4[N:15]([CH:16]([CH3:21])[CH2:17][CH2:18]3)[CH:14]=[C:13]([C:22]([OH:24])=[O:23])[C:12](=[O:25])[C:11]4=[CH:10][C:9]=2[F:26])[CH2:4][CH2:3]1 |f:2.3.4|. Procedure details: 8-(4-Methyl-1-piperazinyl)-9-fluoro-5-methyl-6,7-dihydro-1-oxo-1H,5H-benzo[ij]quinolizine-2-carboxylic acid was added to 48% hydrobromic acid and the solvent was removed by distillation under reduced pressure. Recrystallization of the residue from isopropanol-water (2:1 by volume) gave 8-(4-methyl-1-piperazinyl)-9-fluoro-5-methyl-6,7-dihydro-1-oxo-1H,5H-benzo[ij]quinolizine-2-carboxylic acid hydrobromide monohydrate as white rhombic crystals having a melting point of 298° to 299° C. (decomposed)... Starting materials: ClCC=1N(C=C(C(C1)=O)OCC1=CC=CC=C1)CC1=CC=CC=C1 (2-(chloromethyl)-5-(phenylmethoxy)-1-(phenylmethyl)-4(1H)-pyridinone), C1(=CC=CC=C1)C(N1C(C(NCC1)=O)=O)(C1=CC=CC=C1)C1=CC=CC=C1 (N-(triphenylmethyl)piperazine-2,3-dione), [H-].[Na+] (sodium hydride), [H][H] (hydrogen). The solvent is CN(C=O)C (dimethylformamide), CN(C=O)C (dimethylformamide). Reaction conditions: time 1 hour. Product: O=C1C=C(N(C=C1OCC1=CC=CC=C1)CC1=CC=CC=C1)CN1C(C(N(CC1)C(C1=CC=CC=C1)(C1=CC=CC=C1)C1=CC=CC=C1)=O)=O (1-[[1,4-Dihydro-4-oxo-5-(phenylmethoxy)-1-(phenylmethyl)-2-pyridinyl]methyl]-4-(triphenylmethyl)-2,3-piperazinedione). Yield: 66.1%. As a reaction SMILES: [C:1]1([C:7]([C:22]2[CH:27]=[CH:26][CH:25]=[CH:24][CH:23]=2)([C:16]2[CH:21]=[CH:20][CH:19]=[CH:18][CH:17]=2)[N:8]2[CH2:13][CH2:12][NH:11][C:10](=[O:14])[C:9]2=[O:15])[CH:6]=[CH:5][CH:4]=[CH:3][CH:2]=1.[H-].[Na+].[H][H].Cl[CH2:33][C:34]1[N:35]([CH2:49][C:50]2[CH:55]=[CH:54][CH:53]=[CH:52][CH:51]=2)[CH:36]=[C:37]([O:41][CH2:42][C:43]2[CH:48]=[CH:47][CH:46]=[CH:45][CH:44]=2)[C:38](=[O:40])[CH:39]=1>CN(C)C=O>[O:40]=[C:38]1[C:37]([O:41][CH2:42][C:43]2[CH:48]=[CH:47][CH:46]=[CH:45][CH:44]=2)=[CH:36][N:35]([CH2:49][C:50]2[CH:55]=[CH:54][CH:53]=[CH:52][CH:51]=2)[C:34]([CH2:33][N:11]2[CH2:12][CH2:13][N:8]([C:7]([C:1]3[CH:6]=[CH:5][CH:4]=[CH:3][CH:2]=3)([C:16]3[CH:17]=[CH:18][CH:19]=[CH:20][CH:21]=3)[C:22]3[CH:27]=[CH:26][CH:25]=[CH:24][CH:23]=3)[C:9](=[O:15])[C:10]2=[O:14])=[CH:39]1 |f:1.2|. Procedure: To a solution of N-(triphenylmethyl)piperazine-2,3-dione (4.19 g, 11.77 mmol) in 95 ml of dry dimethylformamide was added 0.35 g (11.77 mmol) of sodium hydride (80% oil). After the hydrogen evolution had ceased, a solution of 2-(chloromethyl)-5-(phenylmethoxy)-1-(phenylmethyl)-4(1H)-pyridinone (4.0 g, 11.77 mmol) in 25 ml of dry dimethylformamide was added to the thick suspension which then turned into a clear solution. After one hour of stirring at room temperature, precipitation started. After... The reactants are BrC1=C(C=CC(=C1)[N+](=O)[O-])F (2-bromo-1-fluoro-4-nitrobenzene), CCCC[Sn](CCCC)(CCCC)C1=CC=CC=N1 (2-(1,1,1-tributylstannyl)pyridine), BrC1=C(C=CC(=C1)[N+](=O)[O-])F (2-bromo-1-fluoro-4-nitrobenzene). Run in C1CCOC1 (THF), CN(C)C=O (DMF). Product: FC1=C(C=C(C=C1)[N+](=O)[O-])C1=NC=CC=C1 (2-(2-Fluoro-5-nitrophenyl)pyridine), solid. Yield: 100.0%. RXN SMILES: Br[C:2]1[CH:7]=[C:6]([N+:8]([O-:10])=[O:9])[CH:5]=[CH:4][C:3]=1[F:11].CCCC[Sn]([C:25]1[N:30]=[CH:29][CH:28]=[CH:27][CH:26]=1)(CCCC)CCCC>C1COCC1.CN(C=O)C>[F:11][C:3]1[CH:4]=[CH:5][C:6]([N+:8]([O-:10])=[O:9])=[CH:7][C:2]=1[C:29]1[CH:28]=[CH:27][CH:26]=[CH:25][N:30]=1. Procedure: A mixture of 2-bromo-1-fluoro-4-nitrobenzene (2.0 g, 9.1 mmol) and 2-(1,1,1-tributylstannyl)pyridine (3.36 g, 9.11 mmol) in THF (80 ml) and DMF (10 ml) was degassed with nitrogen. [1,1′-Bis(diphenylphosphino)ferrocene]dichloropalladium(II) complex with dichloromethane (200 mg, 3 mol %) was added, and the mixture was heated at reflux for 24 h. More 2-bromo-1-fluoro-4-nitrobenzene (0.60 g, 2.7 mmol) and catalyst (100 mg, 1.5 mol %) were added, and the mixture was heated as before for another 24 h.... The reactants are COC[C@H]1[C@]([C@H]1C=O)(C1=CC=2C(CCC(C2C=C1)(C)C)(C)C)C ((+)-(1S, 2R, 3R)-3-Methoxymethyl-2-methyl-2-(5,5,8,8-tetramethyl-5,6,7,8-tetrahydro-naphthalen-2-yl)-cyclopropanecarbaldehyde), CC12C(OC(CC1)(C2(C)C)C(=O)OC[C@H]2[C@]([C@@H]2COC)(C2=CC=1C(CCC(C1C=C2)(C)C)(C)C)C)=O ((1R, 2S, 3R)-3-Methoxymethyl-2-methyl-2-(5,5,8,8-tetramethyl-5,6,7,8-tetrahydro-naphthalen-2-yl)-cyclopropylmethyl 4,7,7-trimethyl-3-oxo-2-oxa-bicyclo[2.2.1]heptane-1-carboxylate). Yields the product COC[C@H]1[C@@]([C@@H]1C=O)(C1=CC=2C(CCC(C2C=C1)(C)C)(C)C)C ((−)-(1R, 2S, 3R)-3-Methoxymethyl-2-methyl-2-(5,5,8,8-tetramethyl-5,6,7,8-tetrahydro-naphthalen-2-yl)-cyclopropanecarbaldehyde). The yield is 81.0%. As a reaction SMILES: [CH3:1][O:2][CH2:3][C@@H:4]1[C@H:6]([CH:7]=[O:8])[C@:5]1([CH3:23])[C:9]1[CH:18]=[CH:17][C:16]2[C:15]([CH3:20])([CH3:19])[CH2:14][CH2:13][C:12]([CH3:22])([CH3:21])[C:11]=2[CH:10]=1.CC12C(C)(C)C(C(OC[C@@H]3[C@@H](COC)[C@]3(C)C3C=CC4C(C)(C)CCC(C)(C)C=4C=3)=O)(CC1)OC2=O>>[CH3:1][O:2][CH2:3][C@@H:4]1[C@@H:6]([CH:7]=[O:8])[C@@:5]1([CH3:23])[C:9]1[CH:18]=[CH:17][C:16]2[C:15]([CH3:20])([CH3:19])[CH2:14][CH2:13][C:12]([CH3:22])([CH3:21])[C:11]=2[CH:10]=1. Procedure: Following a procedure similar to that for the preparation of Intermediate 12a but using Intermediate 11a as the starting material afforded the title compound (25 mg, 81% yield) as a colorless oil: